From a dataset of the Open Reaction Database (ORD), a public repository of structured organic reaction records. describe an organic reaction: reactants, conditions, products, and yield Reactants: CCOC(C)=O, CCCCCC, COc1c(C)c(NC(=O)OCC(Cl)(Cl)Cl)c(C)c2c1OCC2c1ccc(C(C)C)cc1, NCCO. The product is COc1c(C)c(NC(=O)NCCO)c(C)c2c1OCC2c1ccc(C(C)C)cc1. As a reaction SMILES: [C:36]([O:37][CH2:38][CH3:39])(=[O:40])[CH3:41].[CH3:42][CH2:43][CH2:44][CH2:45][CH2:46][CH3:47].[CH:1]([CH3:2])([CH3:3])[c:4]1[cH:5][cH:6][c:7]([CH:10]2[CH2:11][O:12][c:13]3[c:14]2[c:15]([CH3:31])[c:16]([NH:22][C:23]([O:24][CH2:25][C:26]([Cl:27])([Cl:28])[Cl:29])=[O:30])[c:17]([CH3:21])[c:18]3[O:19][CH3:20])[cH:8][cH:9]1.[NH2:32][CH2:33][CH2:34][OH:35]>>[CH:1]([CH3:2])([CH3:3])[c:4]1[cH:5][cH:6][c:7]([CH:10]2[CH2:11][O:12][c:13]3[c:14]2[c:15]([CH3:31])[c:16]([NH:22][C:23](=[O:30])[NH:32][CH2:33][CH2:34][OH:35])[c:17]([CH3:21])[c:18]3[O:19][CH3:20])[cH:8][cH:9]1. Starting materials: CC=1NC=C(N1)C1=CC=C(C=C1)[N+](=O)[O-] (2-methyl-4-(4-nitro-phenyl)-1H-imidazole), [H][H] (hydrogen). Reagents/catalysts: [Pd] (palladium-on-charcoal). Solvent: CO (methanol). Product: CC=1NC=C(N1)C1=CC=C(C=C1)N (2-Methyl-4-(4-amino-phenyl)-1H-imidazole). The yield is 97.2%. Reaction SMILES: [CH3:1][C:2]1[NH:3][CH:4]=[C:5]([C:7]2[CH:12]=[CH:11][C:10]([N+:13]([O-])=O)=[CH:9][CH:8]=2)[N:6]=1.[H][H]>CO.[Pd]>[CH3:1][C:2]1[NH:3][CH:4]=[C:5]([C:7]2[CH:12]=[CH:11][C:10]([NH2:13])=[CH:9][CH:8]=2)[N:6]=1. Reported procedure: A solution of 2-methyl-4-(4-nitro-phenyl)-1H-imidazole (28 g) in methanol (210 ml) was hydrogenated in the presence of 10% palladium-on-charcoal (1.35 g) at atmospheric pressure and at room temperature. After the calculated amount of hydrogen had been taken up, the catalyst was filtered off and the solution was evaporated to dryness to give 23.2 g of the title compound as a spongy solid. Using the above procedure, and starting from the appropriate nitrophenyl derivative, the following aminopheny... Reactants: CCC(C)C=O, O=C(CCCCCNC(=O)CC(c1ccccc1)(c1ccccc1)c1ccccc1)NCC1CCCNC1. The product is CCC(C)CN1CCCC(CNC(=O)CCCCCNC(=O)CC(c2ccccc2)(c2ccccc2)c2ccccc2)C1. As a reaction SMILES: [CH3:39][CH:40]([CH:41]=[O:42])[CH2:43][CH3:44].[NH:1]1[CH2:2][CH:3]([CH2:7][NH:8][C:9]([CH2:10][CH2:11][CH2:12][CH2:13][CH2:14][NH:15][C:16]([CH2:17][C:18]([c:19]2[cH:20][cH:21][cH:22][cH:23][cH:24]2)([c:25]2[cH:26][cH:27][cH:28][cH:29][cH:30]2)[c:31]2[cH:32][cH:33][cH:34][cH:35][cH:36]2)=[O:37])=[O:38])[CH2:4][CH2:5][CH2:6]1>>[N:1]1([CH2:41][CH:40]([CH3:39])[CH2:43][CH3:44])[CH2:2][CH:3]([CH2:7][NH:8][C:9]([CH2:10][CH2:11][CH2:12][CH2:13][CH2:14][NH:15][C:16]([CH2:17][C:18]([c:19]2[cH:20][cH:21][cH:22][cH:23][cH:24]2)([c:25]2[cH:26][cH:27][cH:28][cH:29][cH:30]2)[c:31]2[cH:32][cH:33][cH:34][cH:35][cH:36]2)=[O:37])=[O:38])[CH2:4][CH2:5][CH2:6]1. Starting materials: CCOC(=O)Cc1cccc(NC=O)n1, C1COCCO1, O=[Se]=O. Product: CCOC(=O)C(=O)c1cccc(NC=O)n1. Reaction SMILES: [CH:1](=[O:2])[NH:3][c:4]1[cH:5][cH:6][cH:7][c:8]([CH2:10][C:11](=[O:12])[O:13][CH2:14][CH3:15])[n:9]1.[O:19]1[CH2:20][CH2:21][O:22][CH2:23][CH2:24]1.[Se:16](=[O:17])=[O:18]>>[CH:1](=[O:2])[NH:3][c:4]1[cH:5][cH:6][cH:7][c:8]([C:10]([C:11](=[O:12])[O:13][CH2:14][CH3:15])=[O:17])[n:9]1.